This data is from the Open Reaction Database (ORD), a public repository of structured organic reaction records. The task is: describe an organic reaction: reactants, conditions, products, and yield Starting materials: N1=C(C=CC=C1)C1=CC=C(C(=O)NCCCC2=CC=C(CCl)C=C2)C=C1 (4-[3-(4-pyridine-2-ylbenzoylamino)propyl]benzylchloride), [H-].[Na+] (sodium hydride), C1(=CC=CC=C1)CCCC(C(=O)OCC1=CC=CC=C1)C(=O)[O-] (benzyl (3-phenylpropyl)malonate). Product: C1(=CC=CC=C1)CCCC(C(=O)OCC1=CC=CC=C1)(C(=O)OCC1=CC=CC=C1)CC1=CC=C(C=C1)CCCNC(C1=CC=C(C=C1)C1=NC=CC=C1)=O (Dibenzyl 2-(3-phenylpropyl)-2-[4-[3-(4-pyridine-2-ylbenzoylamino)propyl]benzyl]malonate). Yield: 133.0%. As a reaction SMILES: [N:1]1[CH:6]=[CH:5][CH:4]=[CH:3][C:2]=1[C:7]1[CH:26]=[CH:25][C:10]([C:11]([NH:13][CH2:14][CH2:15][CH2:16][C:17]2[CH:24]=[CH:23][C:20]([CH2:21]Cl)=[CH:19][CH:18]=2)=[O:12])=[CH:9][CH:8]=1.[H-].[Na+].[C:29]1([CH2:35][CH2:36][CH2:37][CH:38]([C:49]([O-:51])=[O:50])[C:39]([O:41][CH2:42][C:43]2[CH:48]=[CH:47][CH:46]=[CH:45][CH:44]=2)=[O:40])[CH:34]=[CH:33][CH:32]=[CH:31][CH:30]=1>>[C:29]1([CH2:35][CH2:36][CH2:37][C:38]([CH2:21][C:20]2[CH:23]=[CH:24][C:17]([CH2:16][CH2:15][CH2:14][NH:13][C:11](=[O:12])[C:10]3[CH:25]=[CH:26][C:7]([C:2]4[CH:3]=[CH:4][CH:5]=[CH:6][N:1]=4)=[CH:8][CH:9]=3)=[CH:18][CH:19]=2)([C:49]([O:51][CH2:2][C:7]2[CH:26]=[CH:25][CH:10]=[CH:9][CH:8]=2)=[O:50])[C:39]([O:41][CH2:42][C:43]2[CH:44]=[CH:45][CH:46]=[CH:47][CH:48]=2)=[O:40])[CH:34]=[CH:33][CH:32]=[CH:31][CH:30]=1 |f:1.2|. Reported procedure: In a similar manner to that described in Reference example 2(a), a reaction was carried out using 4-[3-(4-pyridine-2-ylbenzoylamino)propyl]benzylchloride (488 mg), which is the product of Reference example 50(c), sodium hydride (55% suspension in oil, 64 mg) and benzyl (3-phenylpropyl)malonate (540 mg) and the reaction mixture was treated to afford the title compound (0.65 g) as a syrup.